This data is from the Open Reaction Database (ORD), a public repository of structured organic reaction records. The task is: describe an organic reaction: reactants, conditions, products, and yield Starting materials: C#Cc1ccc(N)cc1, CCCCCCC, CCOC(C)=O, Cc1ccc(S(=O)(=O)Oc2cnc3ccccc3c2)cc1. The product is Nc1ccc(C#Cc2cnc3ccccc3c2)cc1. Reaction SMILES: [C:22](#[CH:23])[c:24]1[cH:25][cH:26][c:27]([NH2:30])[cH:28][cH:29]1.[CH3:31][CH2:32][CH2:33][CH2:34][CH2:35][CH2:36][CH3:37].[CH3:38][CH2:39][O:40][C:41]([CH3:42])=[O:43].[n:1]1[cH:2][c:3]([O:11][S:12]([c:13]2[cH:14][cH:15][c:16]([CH3:17])[cH:18][cH:19]2)(=[O:20])=[O:21])[cH:4][c:5]2[cH:6][cH:7][cH:8][cH:9][c:10]12>>[n:1]1[cH:2][c:3]([C:23]#[C:22][c:24]2[cH:25][cH:26][c:27]([NH2:30])[cH:28][cH:29]2)[cH:4][c:5]2[cH:6][cH:7][cH:8][cH:9][c:10]12. RXN SMILES: [C:2](#[N:3])[C:4]1([NH:7][C:8](=[O:9])[CH:10]2[NH:11][CH2:12][CH:13]([S:15](=[O:16])(=[O:17])[c:18]3[c:19]([Cl:24])[cH:20][cH:21][cH:22][cH:23]3)[CH2:14]2)[CH2:5][CH2:6]1.[CH3:25][C:26]([OH:27])=[O:28].[ClH:1]>>[C:2](#[N:3])[C:4]1([NH:7][C:8](=[O:9])[CH:10]2[N:11]([C:26]([CH3:25])=[O:27])[CH2:12][CH:13]([S:15](=[O:16])(=[O:17])[c:18]3[c:19]([Cl:24])[cH:20][cH:21][cH:22][cH:23]3)[CH2:14]2)[CH2:5][CH2:6]1. Starting materials: N#CC1(NC(=O)C2CC(S(=O)(=O)c3ccccc3Cl)CN2)CC1, CC(=O)O, Cl. The product is CC(=O)N1CC(S(=O)(=O)c2ccccc2Cl)CC1C(=O)NC1(C#N)CC1. The reactants are CO (Methanol), C(C1=CC=CC=C1)OC=1C(=C(C(=O)O)C=CC1)C (3-(benzyloxy)-2-methylbenzoic acid), solution. Solvent: C1CCOC1 (THF), C1CCOC1 (THF). Reaction conditions: time 2 hour. Product: C(C1=CC=CC=C1)OC=1C(=C(C=CC1)CO)C ((3-(benzyloxy)-2-methylphenyl)methanol). The yield is 63.7%. Reaction SMILES: [CH2:1]([O:8][C:9]1[C:10]([CH3:18])=[C:11]([CH:15]=[CH:16][CH:17]=1)[C:12](O)=[O:13])[C:2]1[CH:7]=[CH:6][CH:5]=[CH:4][CH:3]=1.CO>C1COCC1>[CH2:1]([O:8][C:9]1[C:10]([CH3:18])=[C:11]([CH2:12][OH:13])[CH:15]=[CH:16][CH:17]=1)[C:2]1[CH:3]=[CH:4][CH:5]=[CH:6][CH:7]=1. Procedure: To a solution of 3-(benzyloxy)-2-methylbenzoic acid (800 mg) in THF (10 mL) was added dropwise a 1.0 M solution of borane-THF complex in THF (6.6 mL) at room temperature over 30 min, and the mixture was stirred at room temperature for 2 hr. Methanol (10 mL) was added to the reaction mixture under ice-cooling, and the solvent was evaporated under reduced pressure. The residue was purified by silica gel column chromatography (ethyl acetate/hexane) to give the title compound (480 mg) as a white sol...